Dataset: the Open Reaction Database (ORD), a public repository of structured organic reaction records. Task: describe an organic reaction: reactants, conditions, products, and yield Reactants: CCN(C(C)C)C(C)C (DIEA), C(C)(C)(C)OC(N(C)[C@@H](CC=C)C1=NC=CC(=C1F)Cl)=O ((S)-tert-Butyl(1-(4-chloro-3-fluoropyridin-2-yl)but-3-en-1-yl)(methyl)carbamate), Intermediate 30A, Cl (HCl), O(C(=O)OC(C)(C)C)C(=O)OC(C)(C)C (BOC2O). Run in O1CCOCC1 (dioxane), CO (MeOH). Conditions: time 2 hour. Product: ClC1=C(C(=NC=C1)[C@H](CC=O)N(C(OC(C)(C)C)=O)C)F ((S)-tert-Butyl 1-(4-chloro-3-fluoropyridin-2-yl)-3-oxopropyl(methyl)carbamate). The yield is 101.0%. Reaction SMILES: [C:1]([O:5][C:6](=[O:21])[N:7]([C@H:9]([C:13]1[C:18]([F:19])=[C:17]([Cl:20])[CH:16]=[CH:15][N:14]=1)[CH2:10][CH:11]=C)[CH3:8])([CH3:4])([CH3:3])[CH3:2].Cl.CCN(C(C)C)C(C)C.[O:32](C(OC(C)(C)C)=O)C(OC(C)(C)C)=O>O1CCOCC1.CO>[Cl:20][C:17]1[CH:16]=[CH:15][N:14]=[C:13]([C@@H:9]([N:7]([CH3:8])[C:6](=[O:21])[O:5][C:1]([CH3:4])([CH3:3])[CH3:2])[CH2:10][CH:11]=[O:32])[C:18]=1[F:19]. Procedure details: (S)-tert-Butyl(1-(4-chloro-3-fluoropyridin-2-yl)but-3-en-1-yl)(methyl)carbamate: A solution of Intermediate 30A (0.11 g, 0.345 mmol), 4 N HCl in dioxane (3 mL), and MeOH (3.00 mL) was stirred at rt for 1 h. The reaction mixture was concentrated. The residue was re-dissolved in acetonitrile (3.00 mL) and added DIEA (0.241 mL, 1.380 mmol) followed by BOC2O (0.104 mL, 0.449 mmol). The reaction was stirred at rt for 2 h and concentrated. The residue was purified by silica gel chromatography to yield...